This data is from the Open Reaction Database (ORD), a public repository of structured organic reaction records. The task is: describe an organic reaction: reactants, conditions, products, and yield The reactants are CCOC(=O)c1cn2nc(N3CCN(C(=O)c4cc(F)ccc4C(F)(F)F)CC3)ccc2n1, NCCc1ccc(F)cc1. Product: O=C(NCCc1ccc(F)cc1)c1cn2nc(N3CCN(C(=O)c4cc(F)ccc4C(F)(F)F)CC3)ccc2n1. RXN SMILES: [CH2:11]([O:13][C:14](=[O:12])[c:16]1[n:17][c:18]2[n:19]([n:20][c:21]([N:24]3[CH2:25][CH2:26][N:27]([C:30]([c:31]4[c:32]([C:38]([F:39])([F:40])[F:41])[cH:33][cH:34][c:35]([F:37])[cH:36]4)=[O:42])[CH2:28][CH2:29]3)[cH:22][cH:23]2)[cH:43]1)[CH3:15].[F:1][c:2]1[cH:3][cH:4][c:5]([CH2:8][CH2:9][NH2:10])[cH:6][cH:7]1>>[F:1][c:2]1[cH:3][cH:4][c:5]([CH2:8][CH2:9][NH:10][C:14](=[O:13])[c:16]2[n:17][c:18]3[n:19]([n:20][c:21]([N:24]4[CH2:25][CH2:26][N:27]([C:30]([c:31]5[c:32]([C:38]([F:39])([F:40])[F:41])[cH:33][cH:34][c:35]([F:37])[cH:36]5)=[O:42])[CH2:28][CH2:29]4)[cH:22][cH:23]3)[cH:43]2)[cH:6][cH:7]1. The reactants are CC1(OCCO1)CC(C(=O)OCC)CCCCCCCCCCCCCCCCCC (2-methyl-α-octadecyl-1,3-dioxolan-2-propanoic acid, ethyl ester), [OH-].[Na+] (sodium hydroxide), [H-].[Al+3].[Li+].[H-].[H-].[H-] (lithium aluminum hydride), C(C)(=O)OCC (ethyl acetate). Yields the product CC1(OCCO1)CC(CO)CCCCCCCCCCCCCCCCCC (2-Methyl-β-octadecyl-1,3-dioxolan-2-propanol). Procedure details: To a suspension of about 3.75 g of lithium aluminum hydride in about 100 ml of ether at about 0° C., was added dropwise, under argon, over about 20 minutes, a solution of about 29 g of 2-methyl-α-octadecyl-1,3-dioxolan-2-propanoic acid, ethyl ester in about 200 ml of ether. This mixture was stirred about 40 minutes at room temperature, then about 15 ml of ethyl acetate were added dropwise, followed by about 1.5 ml of water, about 3 ml of about 15% sodium hydroxide and about 4 ml of water. The mi... Run at time 40 minute. Run in O (water), O (water), CCOCC (ether), CCOCC (ether). Yield: 91.9%. Reaction SMILES: [H-].[Al+3].[Li+].[H-].[H-].[H-].[CH3:7][C:8]1([CH2:13][CH:14]([CH2:20][CH2:21][CH2:22][CH2:23][CH2:24][CH2:25][CH2:26][CH2:27][CH2:28][CH2:29][CH2:30][CH2:31][CH2:32][CH2:33][CH2:34][CH2:35][CH2:36][CH3:37])[C:15](OCC)=[O:16])[O:12][CH2:11][CH2:10][O:9]1.C(OCC)(=O)C.[OH-].[Na+]>CCOCC.O>[CH3:7][C:8]1([CH2:13][CH:14]([CH2:20][CH2:21][CH2:22][CH2:23][CH2:24][CH2:25][CH2:26][CH2:27][CH2:28][CH2:29][CH2:30][CH2:31][CH2:32][CH2:33][CH2:34][CH2:35][CH2:36][CH3:37])[CH2:15][OH:16])[O:9][CH2:10][CH2:11][O:12]1 |f:0.1.2.3.4.5,8.9|. Reported procedure: A solution of N-(2,2-difluoroethyl)-3-(4-(2,4-difluorophenoxyl)piperidin-1-yl)-7-methyl-5,6,7,8-tetrahydropyrido[3,4-b]pyrazin-2-amine TFA salt (10 mg, 0.018 mmol), methanesulfonyl chloride (3.1 mg, 0.027 mmol), and DIPEA (7.0 mg, 0.054 mmol) in DCM (181 μL) was stirred at room temperature for 2 h. The crude reaction mixture was diluted in DMF, filtered through a hydrophilic PTFE 0.45 μm filter (Millipore® Millex-LCR), and purified via HPLC Method A to give the title compound as a TFA salt (4 mg... Solvent: C(Cl)Cl (DCM), CN(C)C=O (DMF). As a reaction SMILES: [OH:1][C:2]([C:4]([F:7])([F:6])[F:5])=[O:3].[F:8][CH:9]([F:38])[CH2:10][NH:11][C:12]1[N:13]=[C:14]2[CH2:36][CH:35]([CH3:37])[NH:34][CH2:33][C:15]2=[N:16][C:17]=1[N:18]1[CH2:23][CH2:22][CH:21]([O:24][C:25]2[CH:30]=[CH:29][C:28]([F:31])=[CH:27][C:26]=2[F:32])[CH2:20][CH2:19]1.[CH3:39][S:40](Cl)(=[O:42])=[O:41].CCN(C(C)C)C(C)C>C(Cl)Cl.CN(C=O)C>[F:38][CH:9]([F:8])[CH2:10][NH:11][C:12]1[N:13]=[C:14]2[CH2:36][CH:35]([CH3:37])[N:34]([S:40]([CH3:39])(=[O:42])=[O:41])[CH2:33][C:15]2=[N:16][C:17]=1[N:18]1[CH2:19][CH2:20][CH:21]([O:24][C:25]2[CH:30]=[CH:29][C:28]([F:31])=[CH:27][C:26]=2[F:32])[CH2:22][CH2:23]1.[C:2]([OH:3])([C:4]([F:7])([F:6])[F:5])=[O:1] |f:0.1|. The reactants are OC(=O)C(F)(F)F.FC(CNC=1N=C2C(=NC1N1CCC(CC1)OC1=C(C=C(C=C1)F)F)CNC(C2)C)F (N-(2,2-difluoroethyl)-3-(4-(2,4-difluorophenoxyl)piperidin-1-yl)-7-methyl-5,6,7,8-tetrahydropyrido[3,4-b]pyrazin-2-amine TFA salt), CS(=O)(=O)Cl (methanesulfonyl chloride), CCN(C(C)C)C(C)C (DIPEA). The product is FC(CNC=1N=C2C(=NC1N1CCC(CC1)OC1=C(C=C(C=C1)F)F)CN(C(C2)C)S(=O)(=O)C)F (N-(2,2-difluoroethyl)-3-(4-(2,4-difluorophenoxyl)piperidin-1-yl)-7-methyl-6-(methylsulfonyl)-5,6,7,8-tetrahydropyrido[3,4-b]pyrazin-2-amine), C(=O)(C(F)(F)F)O (TFA). Yield: 194.9%. Reactants: C1(=CC=CC=C1)C1CN(CCC2=C1C=CC=C2)CCCCN2C(C1=CC=CC=C1C2=O)=O (2-[4-(1-phenyl-1,2,4,5-tetrahydro-benzo[d]azepin-3-yl)-butyl]-isoindol-1,3-dione), O.NN (hydrazine hydrate). The solvent is C(C)O (ethanol). Product: C1(=CC=CC=C1)C1CN(CCC2=C1C=CC=C2)CCCCN (4-(1-phenyl-1,2,4,5-tetrahydro-benzo[d]azepin-3-yl)-butylamine). RXN SMILES: [C:1]1([CH:7]2[C:13]3[CH:14]=[CH:15][CH:16]=[CH:17][C:12]=3[CH2:11][CH2:10][N:9]([CH2:18][CH2:19][CH2:20][CH2:21][N:22]3C(=O)C4C(=CC=CC=4)C3=O)[CH2:8]2)[CH:6]=[CH:5][CH:4]=[CH:3][CH:2]=1.O.NN>C(O)C>[C:1]1([CH:7]2[C:13]3[CH:14]=[CH:15][CH:16]=[CH:17][C:12]=3[CH2:11][CH2:10][N:9]([CH2:18][CH2:19][CH2:20][CH2:21][NH2:22])[CH2:8]2)[CH:2]=[CH:3][CH:4]=[CH:5][CH:6]=1 |f:1.2|. Procedure: Batch size: 38.0 g (<89.5 mmol) 2-[4-(1-phenyl-1,2,4,5-tetrahydro-benzo[d]azepin-3-yl)-butyl]-isoindol-1,3-dione and 8.7 ml (179 mmol) hydrazine hydrate in 200 ml ethanol. The reaction mixture is filtered and the filtrate is concentrated under vacuum. The residue is taken up in 400 ml dichloromethane and washed twice each with 50 ml 10% NaCH solution. The organic phase is dried over sodium sulfate and, subsequently, the solvent is removed under vacuum. The purification occurs chromatographically... Reactants: ClC1=NC=CC(=N1)Cl (2,4-dichloropyrimidine), C1(CCCC1)C(CC#N)N1N=CC(=C1)B1OC(C(O1)(C)C)(C)C (3-cyclopentyl-3-(4-(4,4,5,5-tetramethyl-1,3,2-dioxaborolan-2-yl)-1H-pyrazol-1-yl)propanenitrile), P(=O)([O-])([O-])[O-].[K+].[K+].[K+] (potassium phosphate). The reagents and catalysts are C=1C=CC(=CC1)[P](C=2C=CC=CC2)(C=3C=CC=CC3)[Pd]([P](C=4C=CC=CC4)(C=5C=CC=CC5)C=6C=CC=CC6)([P](C=7C=CC=CC7)(C=8C=CC=CC8)C=9C=CC=CC9)[P](C=1C=CC=CC1)(C=1C=CC=CC1)C=1C=CC=CC1 (tetrakis(triphenylphosphine)palladium). Run in O1CCOCC1 (1,4-dioxane), O (water), CCOC(=O)C (EtOAc). Reaction conditions: temperature 100 celsius. Yields the product ClC1=NC=CC(=N1)C=1C=NN(C1)C(CC#N)C1CCCC1 (3-(4-(2-chloropyrimidin-4-yl)-1H-pyrazol-1-yl)-3-cyclopentylpropanenitrile). Yield: 67.3%. As a reaction SMILES: [Cl:1][C:2]1[N:7]=[C:6](Cl)[CH:5]=[CH:4][N:3]=1.[CH:9]1([CH:14]([N:18]2[CH:22]=[C:21](B3OC(C)(C)C(C)(C)O3)[CH:20]=[N:19]2)[CH2:15][C:16]#[N:17])[CH2:13][CH2:12][CH2:11][CH2:10]1.P([O-])([O-])([O-])=O.[K+].[K+].[K+]>O1CCOCC1.O.CCOC(C)=O.C1C=CC([P]([Pd]([P](C2C=CC=CC=2)(C2C=CC=CC=2)C2C=CC=CC=2)([P](C2C=CC=CC=2)(C2C=CC=CC=2)C2C=CC=CC=2)[P](C2C=CC=CC=2)(C2C=CC=CC=2)C2C=CC=CC=2)(C2C=CC=CC=2)C2C=CC=CC=2)=CC=1>[Cl:1][C:2]1[N:7]=[C:6]([C:21]2[CH:20]=[N:19][N:18]([CH:14]([CH:9]3[CH2:13][CH2:12][CH2:11][CH2:10]3)[CH2:15][C:16]#[N:17])[CH:22]=2)[CH:5]=[CH:4][N:3]=1 |f:2.3.4.5,^1:56,58,77,96|. Procedure: A mixture of 2,4-dichloropyrimidine (0.28 g, 1.9 mmol), 3-cyclopentyl-3-(4-(4,4,5,5-tetramethyl-1,3,2-dioxaborolan-2-yl)-1H-pyrazol-1-yl)propanenitrile (0.500 g, 1.59 mmol), tetrakis(triphenylphosphine)palladium (100 mg, 0.1 mmol), and potassium phosphate (1.0 g, 4.8 mmol) in 1,4-dioxane (5 mL) and water (0.5 mL) was heated at 100° C. overnight. After cooling to room temperature, the mixture was diluted with EtOAc, washed with water, brine, dried over MgSO4, concentrated. The residue was purifie...